describe an organic reaction: reactants, conditions, products, and yield From a dataset of the Open Reaction Database (ORD), a public repository of structured organic reaction records. As a reaction SMILES: [NH:1]=[C:2]1[N:6]([C:7]2[CH:12]=[CH:11][CH:10]=[C:9]([C:13]([F:16])([F:15])[F:14])[CH:8]=2)[CH:5]=[C:4]([CH3:17])[S:3]1.NCCN1CCNCC1.[F:27][C:28]([F:32])=[C:29](F)F.C(=O)([O-])[O-:34].[Na+].[Na+]>CN(C)C=O>[F:27][CH:28]([F:32])[C:29]([N:1]=[C:2]1[N:6]([C:7]2[CH:12]=[CH:11][CH:10]=[C:9]([C:13]([F:16])([F:14])[F:15])[CH:8]=2)[CH:5]=[C:4]([CH3:17])[S:3]1)=[O:34] |f:3.4.5|. Yield: 70.0%. The reactants are C([O-])([O-])=O.[Na+].[Na+] (sodium carbonate), N=C1SC(=CN1C1=CC(=CC=C1)C(F)(F)F)C (2-imino-3-(3-trifluoromethylphenyl)-5-methylthiazoline), NCCN1CCNCC1 (1-(2-aminoethyl)piperazine), FC(=C(F)F)F (tetrafluoroethylene). Reported procedure: A solution of 2-imino-3-(3-trifluoromethylphenyl)-5-methylthiazoline (1.29 g, 5.0 mmol) and 1-(2-aminoethyl)piperazine (0.78 g, 6.0 mmol) in N,N-dimethylformamide (10 ml) charged in a reaction flask was reacted with tetrafluoroethylene, which was made to flow into the flask (ca. 0.7 liter/hr), with vigorous stirring at 50° C. for 33 hours. After cooling to an ambient temperature, the reaction mixture was poured into saturated aqueous sodium carbonate solution, and extracted with diethyl ether. T... Run at temperature 50 celsius, time 33 hour. The product is FC(C(=O)N=C1SC(=CN1C1=CC(=CC=C1)C(F)(F)F)C)F (2-difluoroacetylimino-3-(3-trifluoromethylphenyl)-5-methylthiazoline). The solvent is CN(C=O)C (N,N-dimethylformamide). The reactants are Nc1cccc(-c2c(Cc3ccccc3)cnc3c(C(F)(F)F)cccc23)c1, O=Cc1cc(F)ccc1O. Product: Oc1ccc(F)cc1CNc1cccc(-c2c(Cc3ccccc3)cnc3c(C(F)(F)F)cccc23)c1. Reaction SMILES: [CH2:1]([c:2]1[cH:3][cH:4][cH:5][cH:6][cH:7]1)[c:8]1[cH:9][n:10][c:11]2[c:12]([C:25]([F:26])([F:27])[F:28])[cH:13][cH:14][cH:15][c:16]2[c:17]1-[c:18]1[cH:19][c:20]([NH2:24])[cH:21][cH:22][cH:23]1.[F:29][c:30]1[cH:31][cH:32][c:33]([OH:38])[c:34]([CH:35]=[O:36])[cH:37]1>>[CH2:1]([c:2]1[cH:3][cH:4][cH:5][cH:6][cH:7]1)[c:8]1[cH:9][n:10][c:11]2[c:12]([C:25]([F:26])([F:27])[F:28])[cH:13][cH:14][cH:15][c:16]2[c:17]1-[c:18]1[cH:19][c:20]([NH:24][CH2:35][c:34]2[c:33]([OH:38])[cH:32][cH:31][c:30]([F:29])[cH:37]2)[cH:21][cH:22][cH:23]1. Starting materials: [OH-].[Na+] (sodium hydroxide), [N-]=[N+]=[N-].[Na+] (sodium azide), FC(C(=O)OC(C(F)(F)F)=O)(F)F (trifluoroacetic anhydride), FC(C(=O)O)(F)F (trifluoroacetic acid), anhydride, COC=1C=CC=2C=C(C3=CC=C(C=C3C2C1OC)C)C(=O)O (3,4-dimethoxy-6-methyl-phenanthrene-9-carboxylic acid). The solvent is solution, C(C)O (ethanol). Conditions: time 10 minute. The product is NC=1C2=CC=C(C=C2C=2C(=C(C=CC2C1)OC)OC)C (9-amino-3,4-dimethoxy-6-methyl-phenanthrene). As a reaction SMILES: FC(F)(F)C(OC(=O)C(F)(F)F)=O.FC(F)(F)C(O)=O.[CH3:21][O:22][C:23]1[CH:24]=[CH:25][C:26]2[CH:27]=[C:28](C(O)=O)[C:29]3[C:34]([C:35]=2[C:36]=1[O:37][CH3:38])=[CH:33][C:32]([CH3:39])=[CH:31][CH:30]=3.[N-:43]=[N+]=[N-].[Na+].[OH-].[Na+]>C(O)C>[NH2:43][C:28]1[C:29]2[C:34]([C:35]3[C:36]([O:37][CH3:38])=[C:23]([O:22][CH3:21])[CH:24]=[CH:25][C:26]=3[CH:27]=1)=[CH:33][C:32]([CH3:39])=[CH:31][CH:30]=2 |f:3.4,5.6|. Procedure: A mixture of 400 ml (2.87M) of trifluoroacetic anhydride and 400 ml (5.22M) of trifluoroacetic acid is added at room temperature under a nitrogen atmosphere to 61.1 g (0.206M) of 3,4-dimethoxy-6-methyl-phenanthrene-9-carboxylic acid and the mixture is stirred for 10 minutes. After the mixture has been cooled to -5°, 16.08 g (0.247M) sodium azide are carefully added in solid form. The mixture is stirred for 2 hours at 0°, poured onto ice, extracted three times with methylene chloride and washed w...